From a dataset of the Open Reaction Database (ORD), a public repository of structured organic reaction records. describe an organic reaction: reactants, conditions, products, and yield Reactants: COC(\C=C\C=1C=C2C(CC3(CCN(CC3)C(=O)OC(C)(C)C)OC2=CC1)=O)=O ((E)-3-{1′-tert-butoxycarbonyl-4-oxo-spiro[chromane-2,4′-piperidine]-6-yl}-acrylic acid methyl ester), COC(\C=C\C=1C=C2C(CC3(CCN(CC3)C(=O)OC(C)(C)C)OC2=CC1)=O)=O ((E)-3-{1′-tert-butoxycarbonyl-4-oxo-spiro[chromane-2,4′-piperidine]-6-yl}-acrylic acid methyl ester), C(=O)([O-])[O-].[K+].[K+] (K2CO3), C1(CCCC1)Br (cyclopentyl bromide). Solvent: C(C)#N (acetonitrile). Conditions: temperature 75 celsius. The product is C1(CCCC1)N1CCC2(CC1)OC1=CC=C(C=C1C(C2)=O)/C=C/C(=O)O ((E)-3-{1′-cyclopentyl-4-oxo-spiro[chromane-2,4′-piperidine]-6-yl}-acrylic acid). Yield: 95.1%. As a reaction SMILES: C[O:2][C:3](=[O:29])/[CH:4]=[CH:5]/[C:6]1[CH:7]=[C:8]2[C:25](=[CH:26][CH:27]=1)[O:24][C:11]1([CH2:16][CH2:15][N:14]([C:17](OC(C)(C)C)=O)[CH2:13][CH2:12]1)[CH2:10][C:9]2=[O:28].C([O-])([O-])=O.[K+].[K+].[CH:36]1(Br)[CH2:40]C[CH2:38][CH2:37]1>C(#N)C>[CH:17]1([N:14]2[CH2:15][CH2:16][C:11]3([CH2:10][C:9](=[O:28])[C:8]4[C:25](=[CH:26][CH:27]=[C:6](/[CH:5]=[CH:4]/[C:3]([OH:2])=[O:29])[CH:7]=4)[O:24]3)[CH2:12][CH2:13]2)[CH2:38][CH2:37][CH2:36][CH2:40]1 |f:1.2.3|. Procedure: (E)-3-{4-Oxo-spiro[chromane-2,4′-piperidine]-6-yl}-acrylic acid methyl ester (500 mg, 1.48 mmol, Intermediate 1, hydrochloride salt) was suspended in acetonitrile (65 ml). K2CO3 (818 mg, 5.92 mmol) and cyclopentyl bromide (882 mg, 5.92 mmol) were subsequently added and the mixture was heated at 75° C. for 14 h. The solvent was then evaporated and the residue was diluted with water and extracted with ethyl acetate, which was dried and evaporated. The crude orange solid (540 mg) was hydrolyzed as ... Reactants: NC(C(=O)OCC)C1=CC=C(C(=O)O)C=C1 (4-(1-amino-2-ethoxy-2-oxoethyl)benzoic acid), CCN(C(C)C)C(C)C (DIPEA), O(C(=O)OC(C)(C)C)C(=O)OC(C)(C)C (BOC2O). Solvent: C1CCOC1 (THF), CCOC(=O)C (EtOAc). Reaction conditions: time 2 day. The product is C(C)(C)(C)OC(=O)NC(C(=O)OCC)C1=CC=C(C(=O)O)C=C1 (4-{1-[(tert-butoxycarbonyl)amino]-2-ethoxy-2-oxoethyl}benzoic acid). As a reaction SMILES: [NH2:1][CH:2]([C:8]1[CH:16]=[CH:15][C:11]([C:12]([OH:14])=[O:13])=[CH:10][CH:9]=1)[C:3]([O:5][CH2:6][CH3:7])=[O:4].CCN(C(C)C)C(C)C.[O:26](C(OC(C)(C)C)=O)[C:27]([O:29][C:30]([CH3:33])([CH3:32])[CH3:31])=O>C1COCC1.CCOC(C)=O>[C:30]([O:29][C:27]([NH:1][CH:2]([C:8]1[CH:16]=[CH:15][C:11]([C:12]([OH:14])=[O:13])=[CH:10][CH:9]=1)[C:3]([O:5][CH2:6][CH3:7])=[O:4])=[O:26])([CH3:33])([CH3:32])[CH3:31]. Procedure details: 4-(1-amino-2-ethoxy-2-oxoethyl)benzoic acid, as described in Example 1, Step B, (0.8 g, 3.58 mmol) and DIPEA (1.377 mL, 7.88 mmol) were suspended in THF (8 mL) and BOC2O (0.915 mL, 3.94 mmol) was added. The solution was stirred at room temperature for 2 days. The reaction mixture was diluted with EtOAc, washed with 2N HCl and brine, dried over MgSO4 and concentrated in vacuo to give the desired product as a colorless gum. 1H NMR (DMSO-d6, 600 MHz) δ 12.95 (br s, 1H), 7.88 (d, J=8.4 Hz, 2H), 7.84...